Dataset: the Open Reaction Database (ORD), a public repository of structured organic reaction records. Task: describe an organic reaction: reactants, conditions, products, and yield Reactants: CCOC(C)=O, CCOC(=O)Cc1ccc(Oc2ccc(C(=O)NCCc3ccc(Cl)cc3)cc2)c(-c2cccc(S(C)(=O)=O)c2)c1, Cl, [Na+], C1COCCO1, [OH-], O. As a reaction SMILES: [CH3:51][CH2:52][O:53][C:54](=[O:55])[CH3:56].[Cl:1][c:2]1[cH:3][cH:4][c:5]([CH2:6][CH2:7][NH:8][C:9](=[O:10])[c:11]2[cH:12][cH:13][c:14]([O:15][c:16]3[cH:17][cH:18][c:19]([CH2:32][C:33](=[O:34])[O:35][CH2:36][CH3:37])[cH:20][c:21]3-[c:22]3[cH:23][c:24]([S:28](=[O:29])(=[O:30])[CH3:31])[cH:25][cH:26][cH:27]3)[cH:38][cH:39]2)[cH:40][cH:41]1.[ClH:57].[Na+:43].[O:45]1[CH2:46][CH2:47][O:48][CH2:49][CH2:50]1.[OH-:42].[OH2:44]>>[Cl:1][c:2]1[cH:3][cH:4][c:5]([CH2:6][CH2:7][NH:8][C:9](=[O:10])[c:11]2[cH:12][cH:13][c:14]([O:15][c:16]3[cH:17][cH:18][c:19]([CH2:32][C:33](=[O:34])[OH:35])[cH:20][c:21]3-[c:22]3[cH:23][c:24]([S:28](=[O:29])(=[O:30])[CH3:31])[cH:25][cH:26][cH:27]3)[cH:38][cH:39]2)[cH:40][cH:41]1. Product: CS(=O)(=O)c1cccc(-c2cc(CC(=O)O)ccc2Oc2ccc(C(=O)NCCc3ccc(Cl)cc3)cc2)c1. Reactants: NC1CC(N(C(C1)(C)C)OC1CCCCC1)(C)C (4-amino-1-cyclohexyloxy-2,2,6,6-tetramethylpiperidine), C(C(=O)OC)(=O)OC (dimethyl oxalate). Run in C1(=CC=CC=C1)C (toluene). Yields the product C1(CCCCC1)ON1C(CC(CC1(C)C)NC(C(=O)OC)=O)(C)C (Methyl N-(1-Cyclohexyloxy-2,2,6,6-tetramethylpiperidin-4-yl)oxamate). The yield is 48.6%. As a reaction SMILES: [NH2:1][CH:2]1[CH2:7][C:6]([CH3:9])([CH3:8])[N:5]([O:10][CH:11]2[CH2:16][CH2:15][CH2:14][CH2:13][CH2:12]2)[C:4]([CH3:18])([CH3:17])[CH2:3]1.[C:19](OC)(=[O:24])[C:20]([O:22][CH3:23])=[O:21]>C1(C)C=CC=CC=1>[CH:11]1([O:10][N:5]2[C:6]([CH3:8])([CH3:9])[CH2:7][CH:2]([NH:1][C:19](=[O:24])[C:20]([O:22][CH3:23])=[O:21])[CH2:3][C:4]2([CH3:18])[CH3:17])[CH2:16][CH2:15][CH2:14][CH2:13][CH2:12]1. Procedure details: A mixture of 10.0 grams (39.3 mmol) of 4-amino-1-cyclohexyloxy-2,2,6,6-tetramethylpiperidine, 27.8 grams (236 mmol) of dimethyl oxalate and 100 ml of toluene is heated at reflux. Methanol and toluene are removed from the reaction mixture by fractional distillation. The reaction is then filtered and the filtrate is concentrated to obtain a solid. Fractional crystallization of the solid from 9: 1 isopropanol :methylene chloride followed by recrystallization from heptane affords 6.5 grams (48% yiel... The reactants are ClCC=1C=C(C(=O)NC2CC(C2)(F)F)C=CC1 (3-(Chloromethyl)-N-(3,3-difluorocyclobutyl)benzamide), [I-].[Na+] (sodium iodide), N1(CCNCC1)C(=O)OC(C)(C)C (tert-butyl piperazine-1-carboxylate), C([O-])([O-])=O.[K+].[K+] (potassium carbonate). Solvent: C(C)#N (acetonitrile). Yields the product FC1(CC(C1)NC(=O)C=1C=C(CN2CCN(CC2)C(=O)OC(C)(C)C)C=CC1)F (tert-Butyl 4-(3-(3,3-difluorocyclobutylcarbamoyl)benzyl)piperazine-1-carboxylate). Yield: 98.7%. RXN SMILES: Cl[CH2:2][C:3]1[CH:4]=[C:5]([CH:15]=[CH:16][CH:17]=1)[C:6]([NH:8][CH:9]1[CH2:12][C:11]([F:14])([F:13])[CH2:10]1)=[O:7].[N:18]1([C:24]([O:26][C:27]([CH3:30])([CH3:29])[CH3:28])=[O:25])[CH2:23][CH2:22][NH:21][CH2:20][CH2:19]1.C(=O)([O-])[O-].[K+].[K+].[I-].[Na+]>C(#N)C>[F:13][C:11]1([F:14])[CH2:12][CH:9]([NH:8][C:6]([C:5]2[CH:4]=[C:3]([CH:17]=[CH:16][CH:15]=2)[CH2:2][N:21]2[CH2:20][CH2:19][N:18]([C:24]([O:26][C:27]([CH3:30])([CH3:29])[CH3:28])=[O:25])[CH2:23][CH2:22]2)=[O:7])[CH2:10]1 |f:2.3.4,5.6|. Procedure: 3-(Chloromethyl)-N-(3,3-difluorocyclobutyl)benzamide (12.82 mmol, 3.33 g), tert-butyl piperazine-1-carboxylate (12.82 mmol, 2.388 g), potassium carbonate (38.5 mmol, 5.32 g) and sodium iodide (2.56 mmol, 0.384 g) were combined and heated at reflux in acetonitrile (50 ml) for 2 hours. The solvent was removed under reduced pressure and the residue taken up in dichloromethane, washed with water, dried over sodium sulfate and concentrated under vacuum to afford the title compound (5.179 g). Starting materials: C(C1=CC=CC=C1)OCCN1C2=C(C(=C1C1=C(C=C(C=C1)OCC1=CC=CC=C1)OCC1=CC=CC=C1)C1CCCCC1)SC(=C2)C(=O)OC (methyl 4-(2-benzyloxyethyl)-5-(2,4-bisbenzyloxyphenyl)-6-cyclohexyl-4H-thieno[3,2-b]pyrrole-2-carboxylate), Br.C(C)(=O)O (hydrogen bromide acetic acid). The solvent is C(C)(=O)O (acetic acid). Reaction conditions: time 15 hour. Product: C(C)(=O)OCCN1C2=C(C(=C1C1=C(C=C(C=C1)O)O)C1CCCCC1)SC(=C2)C(=O)OC (methyl 4-(2-acetoxyethyl)-6-cyclohexyl-5-(2,4-dihydroxyphenyl)-4H-thieno[3,2-b]pyrrole-2-carboxylate). Yield: 94.0%. Reaction SMILES: [CH2:1]([O:8][CH2:9][CH2:10][N:11]1[C:15]([C:16]2[CH:21]=[CH:20][C:19]([O:22]CC3C=CC=CC=3)=[CH:18][C:17]=2[O:30]CC2C=CC=CC=2)=[C:14]([CH:38]2[CH2:43][CH2:42][CH2:41][CH2:40][CH2:39]2)[C:13]2[S:44][C:45]([C:47]([O:49][CH3:50])=[O:48])=[CH:46][C:12]1=2)[C:2]1C=CC=CC=1.Br.C(O)(=[O:54])C>C(O)(=O)C>[C:1]([O:8][CH2:9][CH2:10][N:11]1[C:15]([C:16]2[CH:21]=[CH:20][C:19]([OH:22])=[CH:18][C:17]=2[OH:30])=[C:14]([CH:38]2[CH2:39][CH2:40][CH2:41][CH2:42][CH2:43]2)[C:13]2[S:44][C:45]([C:47]([O:49][CH3:50])=[O:48])=[CH:46][C:12]1=2)(=[O:54])[CH3:2] |f:1.2|. Reported procedure: To a solution of methyl 4-(2-benzyloxyethyl)-5-(2,4-bisbenzyloxyphenyl)-6-cyclohexyl-4H-thieno[3,2-b]pyrrole-2-carboxylate (1.21 g, 1.77 mmol) in acetic acid (3 ml) was added 25% hydrogen bromide-acetic acid solution (3 ml), and the mixture was stirred at room temperature for 15 hr. The reaction mixture was concentrated under reduced pressure and the residue was subjected to azeotropic evaporation with toluene (5 ml×2). The obtained residue was purified by silica gel column chromatography (hexan... Reactants: O=C(Cl)OCc1ccccc1, Cl, NCc1ccc(C(=O)O)cc1, [Na+], [OH-]. Product: O=C(NCc1ccc(C(=O)O)cc1)OCc1ccccc1. As a reaction SMILES: [CH2:12]([c:13]1[cH:14][cH:15][cH:16][cH:17][cH:18]1)[O:19][C:20](=[O:21])[Cl:22].[ClH:23].[NH2:1][CH2:2][c:3]1[cH:4][cH:5][c:6]([C:7](=[O:8])[OH:9])[cH:10][cH:11]1.[Na+:25].[OH-:24]>>[NH:1]([CH2:2][c:3]1[cH:4][cH:5][c:6]([C:7](=[O:8])[OH:9])[cH:10][cH:11]1)[C:20]([O:19][CH2:12][c:13]1[cH:14][cH:15][cH:16][cH:17][cH:18]1)=[O:21]. Starting materials: crude product, CC=1NC(=C(C1)C)C(=O)OCC (2,4-dimethyl-5-carbethoxypyrrole). Run in CC(CC)=O (2-butanone). The product is CC=1NC(=C(C1C(C)CC)C)C(=O)OCC (2,4-Dimethyl-3-sec-butyl-5-carbethoxypyrrole). As a reaction SMILES: [CH3:1][C:2]1[NH:3][C:4]([C:8]([O:10][CH2:11][CH3:12])=[O:9])=[C:5]([CH3:7])[CH:6]=1>CC(=O)CC>[CH3:1][C:2]1[NH:3][C:4]([C:8]([O:10][CH2:11][CH3:12])=[O:9])=[C:5]([CH3:7])[C:6]=1[CH:2]([CH2:6][CH3:5])[CH3:1]. Procedure: The crude product, obtained as in Example 74 but using 2,4-dimethyl-5-carbethoxypyrrole with 2-butanone and stirring at 30°-35° C, was sublimed then thrice recrystallized from ethanol as colorless plates (130 mg), m.p. 102°-104° C. Reactants: C1(CC1)C1=CC2=C(N(N=C2C=C1N(S(=O)(=O)C)CCCO)C1=CC=C(C=C1)O)C(=O)NC (5-cyclopropyl-2-(4-hydroxyphenyl)-6-[(3-hydroxypropyl)(methylsulfonyl)amino]-N-methyl-2H-indazole-3-carboxamide), C([O-])([O-])=O.[K+].[K+] (potassium carbonate), IC (iodomethane). Run in CN(C)C=O (DMF). Run at temperature 60 celsius, time 45 minute. Yields the product C1(CC1)C1=CC2=C(N(N=C2C=C1N(S(=O)(=O)C)CCCO)C1=CC=C(C=C1)OC)C(=O)NC (5-cyclopropyl-6-[(3-hydroxypropyl)(methylsulfonyl)amino]-2-(4-methoxyphenyl)-N-methyl-2H-indazole-3-carboxamide). Yield: 60.5%. RXN SMILES: [CH:1]1([C:4]2[C:12]([N:13]([CH2:18][CH2:19][CH2:20][OH:21])[S:14]([CH3:17])(=[O:16])=[O:15])=[CH:11][C:10]3[C:6](=[C:7]([C:29]([NH:31][CH3:32])=[O:30])[N:8]([C:22]4[CH:27]=[CH:26][C:25]([OH:28])=[CH:24][CH:23]=4)[N:9]=3)[CH:5]=2)[CH2:3][CH2:2]1.[C:33](=O)([O-])[O-].[K+].[K+].IC>CN(C=O)C>[CH:1]1([C:4]2[C:12]([N:13]([CH2:18][CH2:19][CH2:20][OH:21])[S:14]([CH3:17])(=[O:15])=[O:16])=[CH:11][C:10]3[C:6](=[C:7]([C:29]([NH:31][CH3:32])=[O:30])[N:8]([C:22]4[CH:23]=[CH:24][C:25]([O:28][CH3:33])=[CH:26][CH:27]=4)[N:9]=3)[CH:5]=2)[CH2:3][CH2:2]1 |f:1.2.3|. Reported procedure: To a suspension of compound (ii) (3 mg, 0.007 mmol) and potassium carbonate (3 mg, 0.022 mmol) in DMF (0.25 mL) was added iodomethane (3 μL, 0.048 mmol) and the reaction was stirred at 60° C. for 45 min. The mixture was concentrated to dryness and the residue was purified by reverse phase flash column chromatography eluting with ACN/water (5-100%) to afford Compound (55) as a white solid (2 mg, 65%). ESI-MS m/z calculated for [M+H]+: 473.2; found: 473.2; 1H NMR (400 MHz, Acetone) δ 7.86 (d, J=0.... Reactants: CN(C=CC(=O)C1=COC=C1)C (3-dimethylamino-1-(3-furyl)-2-propen-1-one), NC1=NNC=C1C (3-amino-4-methylpyrazole). Run in C(C)(=O)O (acetic acid). Product: CC=1C=NN2C1N=CC=C2C2=COC=C2 (3-Methyl-7-(3-furyl)pyrazolo[1,5-a]pyrimidine). Reaction SMILES: C[N:2]([CH3:12])[CH:3]=[CH:4][C:5]([C:7]1[CH:11]=[CH:10][O:9][CH:8]=1)=O.N[C:14]1[C:18](C)=[CH:17][NH:16][N:15]=1>C(O)(=O)C>[CH3:17][C:18]1[CH:14]=[N:15][N:16]2[C:5]([C:7]3[CH:11]=[CH:10][O:9][CH:8]=3)=[CH:4][CH:3]=[N:2][C:12]=12. Procedure details: A mixture of 0.01 mole of 3-dimethylamino-1-(3-furyl)-2-propen-1-one and 3-amino-4-methylpyrazole in glacial acetic acid is heated at reflux temperature for 6 hours. The solvent is removed to give the product of the example. The reactants are Ca(BH4)2, C(CCCC)C=1OC2=C(N1)C=C(C=C2)CC(=O)O ((2-pentyl-benzoxazol-5-yl)-acetic acid), C(C)(OCC)(OCC)OCC (triethyl orthoacetate), C(O)([O-])=O.[Na+] (sodium hydrogen carbonate). Solvent: CCOC(=O)C (AcOEt). Reaction conditions: time 2 hour. The product is C(CCCC)C=1OC2=C(N1)C=C(C=C2)CCO (2-(2-pentyl-benzoxazol-5-yl)-ethanol). As a reaction SMILES: [CH2:1]([C:6]1[O:7][C:8]2[CH:14]=[CH:13][C:12]([CH2:15][C:16](O)=[O:17])=[CH:11][C:9]=2[N:10]=1)[CH2:2][CH2:3][CH2:4][CH3:5].C(OCC)(OCC)(OCC)C.C(=O)([O-])O.[Na+]>CCOC(C)=O>[CH2:1]([C:6]1[O:7][C:8]2[CH:14]=[CH:13][C:12]([CH2:15][CH2:16][OH:17])=[CH:11][C:9]=2[N:10]=1)[CH2:2][CH2:3][CH2:4][CH3:5] |f:2.3|. Reported procedure: A solution of (2-pentyl-benzoxazol-5-yl)-acetic acid (2.11 g, 8.53 mmol) in triethyl orthoacetate (4.67 ml, 25.6 mmol) was heated under pressure (in three portions in the microwave Emrys optimizer) to 180° C. for 8 minutes. After cooling to RT the reaction mixture was distributed between AcOEt and saturated aqueous sodium hydrogen carbonate. The organic layer was washed two times with water, dried over MgSO4 and concentrated in vacuum. 1.88 g of the crude (2-pentyl-benzoxazol-5-yl)-acetic acid e... The reactants are C1=CC(CCC1)OC1=C(C(=O)OC)C=C(C(=C1)NC(C)=O)Cl (methyl 2-(cyclohexen-3-yloxy)-4-acetylamino-5-chlorobenzoate). Solvent: C(C)(=O)OCC.CCCCCC (ethyl acetate hexane). Reaction conditions: temperature 220 celsius. Product: C1(CC=CCC1)C1=C(C(C(=O)OC)=CC(=C1NC(C)=O)Cl)O (Methyl 3-(3-Cyclohexenyl)-4-Acetylamino-5-Chlorosalicylate). RXN SMILES: C1CCCC([O:7][C:8]2[CH:17]=[C:16]([NH:18][C:19](=[O:21])[CH3:20])[C:15]([Cl:22])=[CH:14][C:9]=2[C:10]([O:12][CH3:13])=[O:11])C=1>C(OCC)(=O)C.CCCCCC>[CH:16]1([C:17]2[C:16]([NH:18][C:19](=[O:21])[CH3:20])=[C:15]([Cl:22])[CH:14]=[C:9]([C:10]([O:12][CH3:13])=[O:11])[C:8]=2[OH:7])[CH2:15][CH2:14][CH:9]=[CH:8][CH2:17]1 |f:1.2|. Procedure: A mixture of 0.6 g of methyl 2-(cyclohexen-3-yloxy)-4-acetylamino-5-chlorobenzoate and 0.5 ml diethylamiline is placed under house vacuum and heated to 220° C. for 2 hours. This reaction mixture is then diluted with 40% ethyl acetate/hexane and purified by dry column chromatography using the same solvent system as eluent. Three fractions are separated: 1. diethylaniline; 2. starting benzoate compound; and 3. methyl 3-(3-cyclohexenyl)-4-acetylamino-5-chlorosalicylate. The latter is used directly ...